describe an organic reaction: reactants, conditions, products, and yield From a dataset of the Open Reaction Database (ORD), a public repository of structured organic reaction records. The reactants are C(C)(=O)OC1C(C(CC1NC1=C(C=C(C(=C1)Cl)Cl)[N+](=O)[O-])COC(C)=O)OC(C)=O (3-(Acetoxymethyl)-5-(4,5-dichloro-2-nitroanilino)-1,2-cyclopentanediyl diacetate). Reagents/catalysts: [Ni] (Raney nickel). Solvent: C(C)(C)O (isopropanol). Product: C(C)(=O)OC1C(C(CC1NC1=C(C=C(C(=C1)Cl)Cl)N)COC(C)=O)OC(C)=O (3-(Acetoxymethyl)-5-(2-amino-4,5-dichloroanilino)-1,2-cyclopentanediyl diacetate). As a reaction SMILES: [C:1]([O:4][CH:5]1[CH:9]([NH:10][C:11]2[CH:16]=[C:15]([Cl:17])[C:14]([Cl:18])=[CH:13][C:12]=2[N+:19]([O-])=O)[CH2:8][CH:7]([CH2:22][O:23][C:24](=[O:26])[CH3:25])[CH:6]1[O:27][C:28](=[O:30])[CH3:29])(=[O:3])[CH3:2]>C(O)(C)C.[Ni]>[C:1]([O:4][CH:5]1[CH:9]([NH:10][C:11]2[CH:16]=[C:15]([Cl:17])[C:14]([Cl:18])=[CH:13][C:12]=2[NH2:19])[CH2:8][CH:7]([CH2:22][O:23][C:24](=[O:26])[CH3:25])[CH:6]1[O:27][C:28](=[O:30])[CH3:29])(=[O:3])[CH3:2]. Procedure details: (±)-(1R*, 2S*, 3S*, 5S*)-3-(Acetoxymethyl)-5-(4,5-dichloro-2-nitroanilino)-1,2-cyclopentanediyl diacetate (4.30 g, 9.28 mmol) in isopropanol (250 mL) was shaken with Raney nickel (Aldrich, slurry in water, 400 mg wet) under hydrogen (50 psi) on a Parr shaker for 2.75 hours. Catalyst was filtered off with Celite and the filtrate-wash (350 mL) stored at -5° C. Yellow crystals of title compound formed slowly (2.35 g, 58%), m.p. 124°-125° C.; 1H-NMR(DMSO-d6)δ: 6.70 and 6.57 (both s, 1 each, 2 aromat...